Dataset: the Open Reaction Database (ORD), a public repository of structured organic reaction records. Task: describe an organic reaction: reactants, conditions, products, and yield The reactants are Cc1cc(C#Cc2ccc(C(C)C(=O)[O-])cc2)ccc1C1(OCC(C)(C)C)CC1, CCO, [Na+], C1CCOC1, [OH-]. Product: Cc1cc(C#Cc2ccc(CC(=O)O)cc2)ccc1C1(OCC(C)(C)C)CC1. Reaction SMILES: [CH3:1][CH:2]([C:3](=[O:4])[O-:5])[c:6]1[cH:7][cH:8][c:9]([C:12]#[C:13][c:14]2[cH:15][c:16]([CH3:29])[c:17]([C:20]3([O:23][CH2:24][C:25]([CH3:26])([CH3:27])[CH3:28])[CH2:21][CH2:22]3)[cH:18][cH:19]2)[cH:10][cH:11]1.[CH3:32][CH2:33][OH:34].[Na+:31].[O:35]1[CH2:36][CH2:37][CH2:38][CH2:39]1.[OH-:30]>>[CH2:2]([C:3](=[O:4])[OH:5])[c:6]1[cH:7][cH:8][c:9]([C:12]#[C:13][c:14]2[cH:15][c:16]([CH3:29])[c:17]([C:20]3([O:23][CH2:24][C:25]([CH3:26])([CH3:27])[CH3:28])[CH2:21][CH2:22]3)[cH:18][cH:19]2)[cH:10][cH:11]1. Starting materials: C1OC(C2=CC=CC=C12)=O (1H-Isobenzofuran-3-one), BrN1C(CCC1=O)=O (N-bromosuccinimide), N(=NC(C#N)(C)C)C(C#N)(C)C (azo-bisisobutyronitrile). Run in C(Cl)(Cl)(Cl)Cl (CCl4). Product: C1(OC(C2=CC=CC=C12)=O)Br (1H-Isobenzofuran-3-on-1-yl Bromide). As a reaction SMILES: [CH2:1]1[C:9]2[C:4](=[CH:5][CH:6]=[CH:7][CH:8]=2)[C:3](=[O:10])[O:2]1.[Br:11]N1C(=O)CCC1=O.N(C(C)(C)C#N)=NC(C)(C)C#N>C(Cl)(Cl)(Cl)Cl>[CH:1]1([Br:11])[C:9]2[C:4](=[CH:5][CH:6]=[CH:7][CH:8]=2)[C:3](=[O:10])[O:2]1. Reported procedure: 1H-Isobenzofuran-3-one (40.2 g, 0.3 moles), N-bromosuccinimide (53.4 g., 0.03 moles) and azo-bisisobutyronitrile (1g) were combined in 500 mL of CCl4 and refluxed under nitrogen for 2 hours. The reaction mixture was cooled to room temperature, filtered and the filtrate concentrated in vacuo to a solid residue. The latter was crystallized from cyclohexane to yield title product, 34.5 g., m.p. 78°-80° C. Starting materials: C(C)NC(=O)NC1=CC=C(C=C1)C=1N=C(C2=C(N1)CCNC2)N2[C@H](COCC2)C ((S)-1-ethyl-3-(4-(4-(3-methylmorpholino)-5,6,7,8-tetrahydropyrido[4,3-d]pyrimidin-2-yl)phenyl)urea), ClC(=O)OC(C)C (isopropyl chloroformate). Product: C(C)NC(NC1=CC=C(C=C1)C=1N=C(C2=C(N1)CCN(C2)C(=O)OC(C)C)N2[C@H](COCC2)C)=O ((S)-isopropyl 2-(4-(3-ethylureido)phenyl)-4-(3-methylmorpholino)-7,8-dihydropyrido[4,3-d]pyrimidine-6(5H)-carboxylate). RXN SMILES: [CH2:1]([NH:3][C:4]([NH:6][C:7]1[CH:12]=[CH:11][C:10]([C:13]2[N:14]=[C:15]([N:23]3[CH2:28][CH2:27][O:26][CH2:25][C@@H:24]3[CH3:29])[C:16]3[CH2:22][NH:21][CH2:20][CH2:19][C:17]=3[N:18]=2)=[CH:9][CH:8]=1)=[O:5])[CH3:2].Cl[C:31]([O:33][CH:34]([CH3:36])[CH3:35])=[O:32]>>[CH2:1]([NH:3][C:4](=[O:5])[NH:6][C:7]1[CH:12]=[CH:11][C:10]([C:13]2[N:14]=[C:15]([N:23]3[CH2:28][CH2:27][O:26][CH2:25][C@@H:24]3[CH3:29])[C:16]3[CH2:22][N:21]([C:31]([O:33][CH:34]([CH3:36])[CH3:35])=[O:32])[CH2:20][CH2:19][C:17]=3[N:18]=2)=[CH:9][CH:8]=1)[CH3:2]. Reported procedure: Compound et was prepared according to the procedure described in Example 5 by reacting (S)-1-ethyl-3-(4-(4-(3-methylmorpholino)-5,6,7,8-tetrahydropyrido[4,3-d]pyrimidin-2-yl)phenyl)urea with isopropyl chloroformate. LC-MS: m/z=+483 (M+H)+. Yields the product NC1=C2N=C(N(C2=NC(=N1)NC)CC1=CC=CC=C1)Br (6-Amino-9-benzyl-8-bromo-2-methylaminopurine). The reactants are NC1=C2N=CN(C2=NC(=N1)NC)CC1=CC=CC=C1 (6-Amino-9-benzyl-2-methylaminopurine), BrBr (bromine), S(=S)(=O)([O-])[O-].[Na+].[Na+] (sodium thiosulfate). The solvent is C(Cl)Cl (methylene chloride). As a reaction SMILES: [NH2:1][C:2]1[N:10]=[C:9]([NH:11][CH3:12])[N:8]=[C:7]2[C:3]=1[N:4]=[CH:5][N:6]2[CH2:13][C:14]1[CH:19]=[CH:18][CH:17]=[CH:16][CH:15]=1.[Br:20]Br.S([O-])([O-])(=O)=S.[Na+].[Na+]>C(Cl)Cl>[NH2:1][C:2]1[N:10]=[C:9]([NH:11][CH3:12])[N:8]=[C:7]2[C:3]=1[N:4]=[C:5]([Br:20])[N:6]2[CH2:13][C:14]1[CH:19]=[CH:18][CH:17]=[CH:16][CH:15]=1 |f:2.3.4|. Procedure details: 6-Amino-9-benzyl-2-methylaminopurine (75 mg, 0.30 mmol) and bromine (0.5 ml) were dissolved in 50 ml of methylene chloride and the solution was stirred at room temperature for 1 hour. Aqueous sodium thiosulfate was added to the reaction mixture. The organic layer was separated, dried on sodium sulfate and filtered. The solvent of the filtrate was evaporated in vacuo. The residue was purified with silica gel chromatography (1% methanol/chloroform) to give the subject compound (73 mg, yield 74%). Yield: 74.0%. Reaction conditions: time 1 hour. The reactants are B, C1CCOC1, O=C(O)Cc1cccc(I)c1. Yields the product OCCc1cccc(I)c1. As a reaction SMILES: [BH3:1].[CH2:13]1[O:14][CH2:15][CH2:16][CH2:17]1.[I:2][c:3]1[cH:4][c:5]([CH2:9][C:10](=[O:11])[OH:12])[cH:6][cH:7][cH:8]1>>[I:2][c:3]1[cH:4][c:5]([CH2:9][CH2:10][OH:11])[cH:6][cH:7][cH:8]1. Starting materials: Cc1cc(Cl)c(S(=O)(=O)O)cc1Cl, CN(C)C=O, O=S(Cl)Cl. Product: Cc1cc(Cl)c(S(=O)(=O)Cl)cc1Cl. RXN SMILES: [Cl:1][c:2]1[c:3]([S:10](=[O:11])(=[O:12])[OH:13])[cH:4][c:5]([Cl:9])[c:6]([CH3:8])[cH:7]1.[O:14]=[CH:15][N:16]([CH3:17])[CH3:18].[S:19]([Cl:20])([Cl:21])=[O:22]>>[Cl:1][c:2]1[c:3]([S:10](=[O:11])(=[O:13])[Cl:21])[cH:4][c:5]([Cl:9])[c:6]([CH3:8])[cH:7]1.